Dataset: the Open Reaction Database (ORD), a public repository of structured organic reaction records. Task: describe an organic reaction: reactants, conditions, products, and yield Reactants: [O-]CC.[Na+] (sodium ethoxide), C(C(=O)OCC)(=O)OCC (diethyl oxalate), CC1=C(C=NC=C1)[N+](=O)[O-] (4-methyl-3-nitro pyridine). The solvent is C1(=CC=CC=C1)C (toluene). Run at time 8 hour. Product: [N+](=O)([O-])C=1C=NC=CC1CC(C(=O)OCC)=O (ethyl 3-(3-nitropyridin-4-yl)-2-oxopropanoate). RXN SMILES: [O-]CC.[Na+].[C:5]([O:12][CH2:13][CH3:14])(=[O:11])[C:6]([O:8]CC)=O.[CH3:15][C:16]1[CH:21]=[CH:20][N:19]=[CH:18][C:17]=1[N+:22]([O-:24])=[O:23]>C1(C)C=CC=CC=1>[N+:22]([C:17]1[CH:18]=[N:19][CH:20]=[CH:21][C:16]=1[CH2:15][C:6](=[O:8])[C:5]([O:12][CH2:13][CH3:14])=[O:11])([O-:24])=[O:23] |f:0.1|. Reported procedure: To a solution of freshly prepared sodium ethoxide was added diethyl oxalate (1.5 eq.) followed by 4-methyl-3-nitro pyridine (1 eq.) in toluene and reaction mixture was stirred overnight. It was then concentrated under reduced pressure and acidified with acetic acid to obtained red solid, which on further purification, by column chromatography provided the ethyl 3-(3-nitropyridin-4-yl)-2-oxopropanoate. Starting materials: ClC1=C(N=C(C(=N1)C(=O)OC)OC)NCC (methyl 6-chloro-5-ethylamino-3-methoxypyrazine-2-carboxylate), NCC1N(CCC1)CC (2-aminomethyl-1-ethylpyrrolidine). The solvent is CO (methanol). Product: C(C)N1C(CCC1)CNC(=O)C1=NC(=C(N=C1OC)NCC)Cl (N-(1-ethylpyrrolidin-2-ylmethyl)-6-chloro-5-ethylamino-3-methoxypyrazine-2-carboxamide). Reaction SMILES: [Cl:1][C:2]1[N:7]=[C:6]([C:8]([O:10]C)=O)[C:5]([O:12][CH3:13])=[N:4][C:3]=1[NH:14][CH2:15][CH3:16].[NH2:17][CH2:18][CH:19]1[CH2:23][CH2:22][CH2:21][N:20]1[CH2:24][CH3:25]>CO>[CH2:24]([N:20]1[CH2:21][CH2:22][CH2:23][CH:19]1[CH2:18][NH:17][C:8]([C:6]1[C:5]([O:12][CH3:13])=[N:4][C:3]([NH:14][CH2:15][CH3:16])=[C:2]([Cl:1])[N:7]=1)=[O:10])[CH3:25]. Procedure details: In 20 ml. of methanol were dissolved 2.0 g. of methyl 6-chloro-5-ethylamino-3-methoxypyrazine-2-carboxylate and 2.0 g. of 2-aminomethyl-1-ethylpyrrolidine and the solution was refluxed for 24 hours. After cooling, the solvent was distilled off under reduced pressure from the reaction mixture to provide an oily residue. The residue was dissolved in 30 ml. of a dilute aqueous hydrochloric acid solution and the solution was washed three times each time with 10 ml. of chloroform. (The chloroform was... The reactants are C(C)(=O)OC(C)=O (acetic anhydride), C(C)OCC (diethyl ether), cuprous bromide, P(OC)(OC)OC (trimethyl phosphite), C(C)OCC (diethyl ether), 2-cycohexenone, C(CCC)[Li] (n-butyllithium), NCCCCN (tetramethylenediamine). Solvent: CCCCCC (hexane). Reaction conditions: time 1 hour. Product: C(CCC)C1CC(CCC1)=O (3-n-butylcyclohexanone), C(C)(=O)C1C(CCCC1CCCC)=O (2-acetyl-3-n-butylcyclohexanone). Reaction SMILES: P([O:6][CH3:7])(OC)OC.[CH2:8]([Li])[CH2:9][CH2:10][CH3:11].N[CH2:14][CH2:15][CH2:16][CH2:17]N.[C:19](O[C:23](=[O:25])[CH3:24])(=O)C.C([O:28][CH2:29][CH3:30])C>CCCCCC>[CH2:8]([CH:15]1[CH2:16][CH2:17][CH2:24][C:23](=[O:25])[CH2:14]1)[CH2:9][CH2:10][CH3:11].[C:29]([CH:30]1[CH:8]([CH2:14][CH2:15][CH2:16][CH3:17])[CH2:9][CH2:10][CH2:11][C:7]1=[O:6])(=[O:28])[CH3:19]. Reported procedure: To 30 ml of anhydrous diethyl ether were added 1.5 g (10 mmol) of cuprous bromide and 2.5 g (20 mmol) of trimethyl phosphite, and the mixture stirred for about 1 hour at room temperature in an atmosphere of nitrogen. The mixture was cooled to -78° C, and 12.8 ml (20 mmol) of a 15 % by weight hexane solution of n-butyllithium was added, followed by further stirring the mixture for 30 minutes. Then, 960 mg (10 mmol) of 2-cycohexenone was added and reacted for 1 hour. After the reaction, 5 ml of te... The product is CN(C)CC1=CC=C(C=C1)C=1NC(=C(N1)C1=CC=C(C=C1)F)C1=NC(=NC=C1)OC1=CC=CC=C1 (2-[4-(N,N-Dimethylaminomethyl)phenyl]-4-(4-fluorophenyl)-5-(2-phenoxy-4-pyrimidinyl)imidazole). Reaction conditions: temperature 95 celsius. Reaction SMILES: [CH3:1][N:2]([CH2:4][C:5]1[CH:10]=[CH:9][C:8]([C:11]2[NH:15][C:14]([C:16]3[CH:21]=[CH:20][C:19]([F:22])=[CH:18][CH:17]=3)=[C:13]([C:23]3[CH:28]=[CH:27][N:26]=[C:25]([O:29][C:30]4[CH:35]=[CH:34][CH:33]=[CH:32][CH:31]=4)[N:24]=3)[N+:12]=2[O-])=[CH:7][CH:6]=1)[CH3:3].P(OCC)(OCC)OCC>CN(C)C(=O)C>[CH3:3][N:2]([CH2:4][C:5]1[CH:6]=[CH:7][C:8]([C:11]2[NH:12][C:13]([C:23]3[CH:28]=[CH:27][N:26]=[C:25]([O:29][C:30]4[CH:35]=[CH:34][CH:33]=[CH:32][CH:31]=4)[N:24]=3)=[C:14]([C:16]3[CH:17]=[CH:18][C:19]([F:22])=[CH:20][CH:21]=3)[N:15]=2)=[CH:9][CH:10]=1)[CH3:1]. Solvent: CN(C(C)=O)C (N,N-dimethylacetamide). Procedure details: To a solution of 2-[4-(N,N-Dimethylaminomethyl)phenyl]-4-(4-fluorophenyl)-5-(2-phenoxy-4-pyrimidinyl)imidazole-N-oxide (0.32 g, 0.66 mmol) in 5 mL of N,N-dimethylacetamide was added triethyl phosphite (0.34 mL, 2.0 mmol) and the solution was heated at 95° C. overnight. The solution was concentrated to a small volume under reduced pressure and H2O was added. The mixture was extracted thrice with 20 mL of CH2C2. The combined organic layers were dried over MgSO4, filtered and concentrated under red... Reactants: CN(C)CC1=CC=C(C=C1)C1=[N+](C(=C(N1)C1=CC=C(C=C1)F)C1=NC(=NC=C1)OC1=CC=CC=C1)[O-] (2-[4-(N,N-Dimethylaminomethyl)phenyl]-4-(4-fluorophenyl)-5-(2-phenoxy-4-pyrimidinyl)imidazole-N-oxide), P(OCC)(OCC)OCC (triethyl phosphite). Isolated yield 30.6%. Reactants: CCCCC(=O)O, CC#N, [Cl-], COc1cc2c(cc1OC)C1CN(C)CCC1N=C2c1ccc(N)cc1. Product: CCCCC(=O)Nc1ccc(C2=NC3CCN(C)CC3c3cc(OC)c(OC)cc32)cc1. RXN SMILES: [C:28]([CH2:29][CH2:30][CH2:31][CH3:32])(=[O:33])[OH:34].[CH3:35][C:36]#[N:37].[Cl-:27].[NH2:1][c:2]1[cH:3][cH:4][c:5]([C:8]2=[N:9][CH:10]3[CH2:11][CH2:12][N:13]([CH3:26])[CH2:14][CH:15]3[c:16]3[c:17]2[cH:18][c:19]([O:24][CH3:25])[c:20]([O:22][CH3:23])[cH:21]3)[cH:6][cH:7]1>>[NH:1]([c:2]1[cH:3][cH:4][c:5]([C:8]2=[N:9][CH:10]3[CH2:11][CH2:12][N:13]([CH3:26])[CH2:14][CH:15]3[c:16]3[c:17]2[cH:18][c:19]([O:24][CH3:25])[c:20]([O:22][CH3:23])[cH:21]3)[cH:6][cH:7]1)[C:28]([CH2:29][CH2:30][CH2:31][CH3:32])=[O:33]. Reactants: C(C)(=O)O[BH-](OC(C)=O)OC(C)=O.C[N+](C)(C)C (Tetramethylammonium triacetoxyborohydride), C(C)OC(CNCC1=CC=CC=C1)=O (N-benzylglycine ethyl ester), C(CC)=O (propionaldehyde), C(C)(=O)O (acetic acid). Run in C(Cl)Cl (CH2Cl2). Conditions: time 18 hour. Product: C(C1=CC=CC=C1)CCCNCC(=O)OCC (ethyl 2-[benzylpropylamino]acetate). The yield is 96.0%. As a reaction SMILES: C(O[BH-]([O:10][C:11](=[O:13])[CH3:12])OC(=O)C)(=O)C.C[N+:15]([CH3:18])(C)C.C(OC(=O)CN[CH2:25][C:26]1[CH:31]=[CH:30][CH:29]=[CH:28][CH:27]=1)C.C(=O)[CH2:34][CH3:35].[C:37](O)(=O)[CH3:38]>C(Cl)Cl>[CH2:25]([CH2:37][CH2:38][CH2:18][NH:15][CH2:12][C:11]([O:10][CH2:34][CH3:35])=[O:13])[C:26]1[CH:27]=[CH:28][CH:29]=[CH:30][CH:31]=1 |f:0.1|. Procedure: Tetramethylammonium triacetoxyborohydride was added to a solution of N-benzylglycine ethyl ester (1.87 mL, 10 mmol), propionaldehyde (1.05 mL, 14 mmol) and acetic acid (0.6 mL) in CH2Cl2 (20 mL), and the resulting mixture was stirred at room temperature for 18 h. The reaction mixture was partitioned between aqueous Na2CO3 (2 M, 100 mL) and CH2Cl2 (3×20 mL) and the combined organic layers were dried over Na2SO4 and concentrated in vacuo to give ethyl 2-[benzylpropylamino]acetate as a yellow oil (... Starting materials: S1C=CC2=C1C1=C(S2)C=CS1 (dithieno[3,2-b:2′,3′-d]thiophene), C1CC(=O)N(C1=O)Br (NBS). The product is Compound 2, BrC1=CC2=C(C3=C(S2)C=CS3)S1 (2-bromodithieno[3,2-b:2′,3′-d]thiophene). RXN SMILES: [S:1]1[C:5]2[C:6]3[S:11][CH:10]=[CH:9][C:7]=3[S:8][C:4]=2[CH:3]=[CH:2]1.C1C(=O)N([Br:19])C(=O)C1>>[Br:19][C:10]1[S:11][C:6]2[C:5]3[S:1][CH:2]=[CH:3][C:4]=3[S:8][C:7]=2[CH:9]=1. Reported procedure: Compound 2 was synthesized as shown in Scheme 2. Under acid condition, dithieno[3,2-b:2′,3′-d]thiophene (Organic Syntheses, Vol. 83, p. 209 (2006)) was reacted with NBS affording 2-bromodithieno[3,2-b:2′,3′-d]thiophene 7, which underwent Suzuki cross-coupling reaction with boronic acid R1—B(OH)2 (J. Mater. Chem., 2010, 20, 2182-2189) to afford intermediate 8 in 71% yields. Finally 8 was converted to PhN—OFFT-TCN by reacting with n-BuLi and tetracyanoethylene at low temperature in 85% yield. Reactants: ClC1=CC=C(C=C1)[C@@H]1CN(C[C@H]1NC)C(=O)C1CCN(CC1)C1=NC=C(C=C1)C#N (4-[(3R,4S)-3-(4-chloro-phenyl)-4-methylamino-pyrrolidine-1-carbonyl]-3,4,5,6-tetrahydro-2H-[1,2]bipyridinyl-5′-carbonitrile), ClC(=O)OC(C)C (isopropyl chloroformate). The product is C(C)(C)OC(N(C)[C@@H]1CN(C[C@H]1C1=CC=C(C=C1)Cl)C(=O)C1CCN(CC1)C1=NC=C(C=C1)C#N)=O ([(3S,4R)-4-(4-chloro-phenyl)-1-(5′-cyano-3,4,5,6-tetrahydro-2H-[1,2′]bipyridinyl-4-carbonyl)-pyrrolidin-3-yl]-methyl-carbamic acid isopropyl ester). As a reaction SMILES: [Cl:1][C:2]1[CH:7]=[CH:6][C:5]([C@H:8]2[C@H:12]([NH:13][CH3:14])[CH2:11][N:10]([C:15]([CH:17]3[CH2:22][CH2:21][N:20]([C:23]4[CH:28]=[CH:27][C:26]([C:29]#[N:30])=[CH:25][N:24]=4)[CH2:19][CH2:18]3)=[O:16])[CH2:9]2)=[CH:4][CH:3]=1.Cl[C:32]([O:34][CH:35]([CH3:37])[CH3:36])=[O:33]>>[CH:35]([O:34][C:32](=[O:33])[N:13]([C@H:12]1[C@H:8]([C:5]2[CH:4]=[CH:3][C:2]([Cl:1])=[CH:7][CH:6]=2)[CH2:9][N:10]([C:15]([CH:17]2[CH2:22][CH2:21][N:20]([C:23]3[CH:28]=[CH:27][C:26]([C:29]#[N:30])=[CH:25][N:24]=3)[CH2:19][CH2:18]2)=[O:16])[CH2:11]1)[CH3:14])([CH3:37])[CH3:36]. Procedure details: In analogy to the procedure described for the synthesis of example 136, the title compound [(3S,4R)-4-(4-chloro-phenyl)-1-(5′-cyano-3,4,5,6-tetrahydro-2H-[1,2′]bipyridinyl-4-carbonyl)-pyrrolidin-3-yl]-methyl-carbamic acid isopropyl ester was prepared from 4-[(3R,4S)-3-(4-chloro-phenyl)-4-methylamino-pyrrolidine-1-carbonyl]-3,4,5,6-tetrahydro-2H-[1,2]bipyridinyl-5′-carbonitrile using isopropyl chloroformate instead of ethyl chloroformate and was obtained as a colorless foam. MS m/e: 510.4 [M]+.